This data is from the Open Reaction Database (ORD), a public repository of structured organic reaction records. The task is: describe an organic reaction: reactants, conditions, products, and yield RXN SMILES: [CH3:26][O:27][CH2:28][CH2:29][O:30][CH2:31][CH2:32][O:33][c:34]1[cH:35][c:36]([CH:40]([CH2:41][NH:42][CH3:43])[OH:44])[cH:37][cH:38][cH:39]1.[CH:45]([N:46]([CH:47]([CH3:48])[CH3:49])[CH2:50][CH3:51])([CH3:52])[CH3:53].[Cl:1][c:2]1[cH:3][cH:4][c:5]([CH2:6][NH:7][C:8](=[O:9])[c:10]2[c:11](=[O:23])[c:12]3[c:13]([n:14]([CH3:16])[cH:15]2)[c:17]([CH3:22])[c:18]([CH2:20][Cl:21])[s:19]3)[cH:24][cH:25]1.[O:54]=[CH:55][N:56]([CH3:57])[CH3:58]>>[Cl:1][c:2]1[cH:3][cH:4][c:5]([CH2:6][NH:7][C:8](=[O:9])[c:10]2[c:11](=[O:23])[c:12]3[c:13]([n:14]([CH3:16])[cH:15]2)[c:17]([CH3:22])[c:18]([CH2:20][N:42]([CH2:41][CH:40]([c:36]2[cH:35][c:34]([O:33][CH2:32][CH2:31][O:30][CH2:29][CH2:28][O:27][CH3:26])[cH:39][cH:38][cH:37]2)[OH:44])[CH3:43])[s:19]3)[cH:24][cH:25]1. Reactants: CNCC(O)c1cccc(OCCOCCOC)c1, CCN(C(C)C)C(C)C, Cc1c(CCl)sc2c(=O)c(C(=O)NCc3ccc(Cl)cc3)cn(C)c12, CN(C)C=O. Product: COCCOCCOc1cccc(C(O)CN(C)Cc2sc3c(=O)c(C(=O)NCc4ccc(Cl)cc4)cn(C)c3c2C)c1.